From a dataset of the Open Reaction Database (ORD), a public repository of structured organic reaction records. describe an organic reaction: reactants, conditions, products, and yield The reactants are ClC1=C2C(=NC=C1)C=C(S2)[Sn](CCCC)(CCCC)CCCC (7-Chloro-2-(tributylstannyl)thieno[3,2-b]pyridine), Ph(PPh3)4, BrC=1C=CC(=NC1)OC (5-bromo-2-methoxypyridine). The solvent is C1(=CC=CC=C1)C (toluene). The product is ClC1=C2C(=NC=C1)C=C(S2)C=2C=NC(=CC2)OC (7-Chloro-2-(6-methoxypyridin-3-yl)thieno[3,2-b]pyridine). Yield: 62.3%. As a reaction SMILES: [Cl:1][C:2]1[CH:7]=[CH:6][N:5]=[C:4]2[CH:8]=[C:9]([Sn](CCCC)(CCCC)CCCC)[S:10][C:3]=12.Br[C:25]1[CH:26]=[CH:27][C:28]([O:31][CH3:32])=[N:29][CH:30]=1>C1(C)C=CC=CC=1>[Cl:1][C:2]1[CH:7]=[CH:6][N:5]=[C:4]2[CH:8]=[C:9]([C:25]3[CH:30]=[N:29][C:28]([O:31][CH3:32])=[CH:27][CH:26]=3)[S:10][C:3]=12. Procedure details: To a solution of tributyltin derivative 6 (2.00 g, 4.36 mmol) (scheme 91) in toluene (10 mL) was added Ph(PPh3)4 (0.503 g, 0.436 mmol) followed by 5-bromo-2-methoxypyridine (0.62 mL, 4.8 mmol). Nitrogen gas was bubbled directly into the reaction mixture for 30 minutes before it was heated to reflux for 16 h. The reaction mixture was then cooled to room temperature and the yellow precipitate was collected by filtration and washed with hexanes. The material was then further purified by flash chrom...